From a dataset of the Open Reaction Database (ORD), a public repository of structured organic reaction records. describe an organic reaction: reactants, conditions, products, and yield Reaction SMILES: [C:13](=[O:14])([O-:15])[O-:16].[CH3:30][CH2:31][O:32][CH2:33][CH3:34].[Cl:22][CH2:23][Cl:24].[Cs+:17].[Cs+:18].[Na+:21].[O:25]=[CH:26][N:27]([CH3:28])[CH3:29].[OH-:20].[OH2:19].[OH:1][c:2]1[cH:3][c:4]2[c:9]([cH:10][cH:11]1)[C:8](=[O:12])[CH2:7][CH2:6][CH2:5]2>>[O:1]([c:2]1[cH:3][c:4]2[c:9]([cH:10][cH:11]1)[C:8](=[O:12])[CH2:7][CH2:6][CH2:5]2)[CH2:13][CH2:23][Cl:24]. The product is O=C1CCCc2cc(OCCCl)ccc21. The reactants are O=C([O-])[O-], CCOCC, ClCCl, [Cs+], [Cs+], [Na+], CN(C)C=O, [OH-], O, O=C1CCCc2cc(O)ccc21. Starting materials: CCCCCN(Cc1ccc(-c2ccccc2S(=O)(=O)NC(C)(C)C)cc1)C(=O)N1CCc2ccccc21, COc1ccccc1, O=C(O)C(F)(F)F. The product is CCCCCN(Cc1ccc(-c2ccccc2S(N)(=O)=O)cc1)C(=O)N1CCc2ccccc21. RXN SMILES: [C:1]([CH3:2])([CH3:3])([CH3:4])[NH:5][S:6](=[O:7])(=[O:8])[c:9]1[c:10](-[c:15]2[cH:16][cH:17][c:18]([CH2:21][N:22]([C:23](=[O:24])[N:25]3[CH2:26][CH2:27][c:28]4[cH:29][cH:30][cH:31][cH:32][c:33]43)[CH2:34][CH2:35][CH2:36][CH2:37][CH3:38])[cH:19][cH:20]2)[cH:11][cH:12][cH:13][cH:14]1.[CH3:46][O:47][c:48]1[cH:49][cH:50][cH:51][cH:52][cH:53]1.[F:39][C:40]([F:41])([F:42])[C:43]([OH:44])=[O:45]>>[NH2:5][S:6](=[O:7])(=[O:8])[c:9]1[c:10](-[c:15]2[cH:16][cH:17][c:18]([CH2:21][N:22]([C:23](=[O:24])[N:25]3[CH2:26][CH2:27][c:28]4[cH:29][cH:30][cH:31][cH:32][c:33]43)[CH2:34][CH2:35][CH2:36][CH2:37][CH3:38])[cH:19][cH:20]2)[cH:11][cH:12][cH:13][cH:14]1. Reactants: solution, solution, [Cl-].[NH4+] (ammonium chloride), [I-].C(C)(C)(C)OC(=O)N[C@@H](CC[S+](C)C)C(=O)N[C@@H]1CC[C@H](CC1)OC1=NC(=NC(=C1)N1C(=NC2=C1C=CC=C2)C(F)F)N2CCOCC2 ([(3S)-3-[(tert-Butoxycarbonyl)amino]-4-{[trans-4-({6-[2-(difluoromethyl)-1H-benzimidazol-1-yl]-2-(morpholin-4-yl)pyrimidin-4-yl}oxy)cyclohexyl]amino}-4-oxobutyl](dimethyl)sulfonium iodide). The solvent is O1CCCC1 (tetrahydrofuran), O1CCCC1 (tetrahydrofuran), O1CCCC1 (tetrahydrofuran). Conditions: temperature 0 celsius, time 2 hour. Product: C(C)(C)(C)OC(N[C@@H]1C(N(CC1)[C@@H]1CC[C@H](CC1)OC1=NC(=NC(=C1)N1C(=NC2=C1C=CC=C2)C(F)F)N2CCOCC2)=O)=O (tert-butyl{(3S)-1-[trans-4-({6-[2-(difluoromethyl)-1H-benzimidazol-1-yl]-2-(morpholin-4-yl)pyrimidin-4-yl}oxy)cyclohexyl]-2-oxopyrrolidin-3-yl}carbamate). The yield is 21.8%. Reaction SMILES: [I-].[C:2]([O:6][C:7]([NH:9][C@H:10]([C:16]([NH:18][C@H:19]1[CH2:24][CH2:23][C@H:22]([O:25][C:26]2[CH:31]=[C:30]([N:32]3[C:36]4[CH:37]=[CH:38][CH:39]=[CH:40][C:35]=4[N:34]=[C:33]3[CH:41]([F:43])[F:42])[N:29]=[C:28]([N:44]3[CH2:49][CH2:48][O:47][CH2:46][CH2:45]3)[N:27]=2)[CH2:21][CH2:20]1)=[O:17])[CH2:11][CH2:12][S+](C)C)=[O:8])([CH3:5])([CH3:4])[CH3:3].[Cl-].[NH4+]>O1CCCC1>[C:2]([O:6][C:7](=[O:8])[NH:9][C@H:10]1[CH2:11][CH2:12][N:18]([C@H:19]2[CH2:24][CH2:23][C@H:22]([O:25][C:26]3[CH:31]=[C:30]([N:32]4[C:36]5[CH:37]=[CH:38][CH:39]=[CH:40][C:35]=5[N:34]=[C:33]4[CH:41]([F:43])[F:42])[N:29]=[C:28]([N:44]4[CH2:49][CH2:48][O:47][CH2:46][CH2:45]4)[N:27]=3)[CH2:21][CH2:20]2)[C:16]1=[O:17])([CH3:5])([CH3:4])[CH3:3] |f:0.1,2.3|. Procedure: [(3S)-3-[(tert-Butoxycarbonyl)amino]-4-{[trans-4-({6-[2-(difluoromethyl)-1H-benzimidazol-1-yl]-2-(morpholin-4-yl)pyrimidin-4-yl}oxy)cyclohexyl]amino}-4-oxobutyl](dimethyl)sulfonium iodide (919 mg) was dissolved in tetrahydrofuran (9.2 mL), and cooled to 0° C. under a nitrogen air flow, and a 1.6 M solution (0.7 mL) of hexamethyldisilazanelithium in tetrahydrofuran was added dropwise thereto, followed by stirring at 0° C. for 2 hours. A 1.6 M solution (0.7 mL) of hexamethyldisilazanelithium in te... The reactants are CCC1C=C(C)CC(C)CC(OC)C2OC(O)(C(=O)C(=O)N3CCCCC3C(=O)OC(C(C)=CC3CCC(Oc4ccccc4)C(N=[N+]=[N-])C3)C(C)CCC1=O)C(C)CC2OC, C1CCOC1, O, c1ccc(P(c2ccccc2)c2ccccc2)cc1. The product is CCC1C=C(C)CC(C)CC(OC)C2OC(O)(C(=O)C(=O)N3CCCCC3C(=O)OC(C(C)=CC3CCC(Oc4ccccc4)C(N)C3)C(C)CCC1=O)C(C)CC2OC. As a reaction SMILES: [CH2:1]([CH3:2])[CH:3]1[C:4](=[O:62])[CH2:5][CH2:6][CH:7]([CH3:61])[CH:8]([C:42](=[CH:43][CH:44]2[CH2:45][CH:46]([N:57]=[N+:58]=[N-:59])[CH:47]([O:50][c:51]3[cH:52][cH:53][cH:54][cH:55][cH:56]3)[CH2:48][CH2:49]2)[CH3:60])[O:9][C:10](=[O:41])[CH:11]2[CH2:12][CH2:13][CH2:14][CH2:15][N:16]2[C:17](=[O:40])[C:18](=[O:39])[C:19]2([OH:38])[CH:20]([CH3:37])[CH2:21][CH:22]([O:35][CH3:36])[CH:23]([CH:24]([O:32][CH3:33])[CH2:25][CH:26]([CH3:31])[CH2:27][C:28]([CH3:30])=[CH:29]1)[O:34]2.[CH2:83]1[O:84][CH2:85][CH2:86][CH2:87]1.[OH2:63].[c:64]1([P:65]([c:66]2[cH:67][cH:68][cH:69][cH:70][cH:71]2)[c:72]2[cH:73][cH:74][cH:75][cH:76][cH:77]2)[cH:78][cH:79][cH:80][cH:81][cH:82]1>>[CH2:1]([CH3:2])[CH:3]1[C:4](=[O:62])[CH2:5][CH2:6][CH:7]([CH3:61])[CH:8]([C:42](=[CH:43][CH:44]2[CH2:45][CH:46]([NH2:57])[CH:47]([O:50][c:51]3[cH:52][cH:53][cH:54][cH:55][cH:56]3)[CH2:48][CH2:49]2)[CH3:60])[O:9][C:10](=[O:41])[CH:11]2[CH2:12][CH2:13][CH2:14][CH2:15][N:16]2[C:17](=[O:40])[C:18](=[O:39])[C:19]2([OH:38])[CH:20]([CH3:37])[CH2:21][CH:22]([O:35][CH3:36])[CH:23]([CH:24]([O:32][CH3:33])[CH2:25][CH:26]([CH3:31])[CH2:27][C:28]([CH3:30])=[CH:29]1)[O:34]2. Starting materials: Cl (hydrochloric acid), C(C1=CC=CC=C1)OC=1C=C(CN2C=C(C(=C2)C2=CC=CC=C2)/C=C/C(=O)OCC)C=C(C1)OCC1=CC=CC=C1 (ethyl(E)-3-[1-(3,5-dibenzyloxybenzyl)-4-phenyl-3-pyrrolyl]propenoate), [OH-].[Na+] (sodium hydroxide), O1CCCC1 (tetrahydrofuran). Run in C(C)O (ethanol). Run at temperature 50 celsius, time 8 hour. Product: C(C1=CC=CC=C1)OC=1C=C(CN2C=C(C(=C2)C2=CC=CC=C2)/C=C/C(=O)O)C=C(C1)OCC1=CC=CC=C1 (E-3-[1-(3,5-dibenzyloxybenzyl)-4-phenyl-3-pyrrolyl]propenoic acid). Yield: 92.8%. RXN SMILES: [CH2:1]([O:8][C:9]1[CH:10]=[C:11]([CH:31]=[C:32]([O:34][CH2:35][C:36]2[CH:41]=[CH:40][CH:39]=[CH:38][CH:37]=2)[CH:33]=1)[CH2:12][N:13]1[CH:17]=[C:16]([C:18]2[CH:23]=[CH:22][CH:21]=[CH:20][CH:19]=2)[C:15](/[CH:24]=[CH:25]/[C:26]([O:28]CC)=[O:27])=[CH:14]1)[C:2]1[CH:7]=[CH:6][CH:5]=[CH:4][CH:3]=1.[OH-].[Na+].O1CCCC1.Cl>C(O)C>[CH2:35]([O:34][C:32]1[CH:31]=[C:11]([CH:10]=[C:9]([O:8][CH2:1][C:2]2[CH:7]=[CH:6][CH:5]=[CH:4][CH:3]=2)[CH:33]=1)[CH2:12][N:13]1[CH:17]=[C:16]([C:18]2[CH:23]=[CH:22][CH:21]=[CH:20][CH:19]=2)[C:15](/[CH:24]=[CH:25]/[C:26]([OH:28])=[O:27])=[CH:14]1)[C:36]1[CH:41]=[CH:40][CH:39]=[CH:38][CH:37]=1 |f:1.2|. Procedure: After a mixture of ethyl(E)-3-[1-(3,5-dibenzyloxybenzyl)-4-phenyl-3-pyrrolyl]propenoate (544 mg), 1N aqueous sodium hydroxide solution (2 ml), tetrahydrofuran (6 ml) and ethanol (6 ml) was stirred overnight at 50° C., and 1N hydrochloric acid (2 ml) was added to the mixture, which was extracted with ethyl acetate. The ethyl acetate layer was washed with saturated aqueous sodium chloride solution, dried (MgSO4), then concentrated. The colorless crystal obtained was filtered, and E-3-[1-(3,5-diben... Starting materials: C(C)(=O)OC1=CC=C(C=C)C=C1 (4-acetoxystyrene), CS(=O)(=O)Cl (methanesulfonyl chloride). The solvent is C[N+](C)(C)C.[OH-] (TMAH). Reaction conditions: temperature 5 celsius, time 0.75 hour. Yields the product CS(=O)(=O)OC1=CC=C(C=C)C=C1 (4-Methanesulfonyloxystyrene). Yield: 62.0%. As a reaction SMILES: C([O:4][C:5]1[CH:12]=[CH:11][C:8]([CH:9]=[CH2:10])=[CH:7][CH:6]=1)(=O)C.[CH3:13][S:14](Cl)(=[O:16])=[O:15]>C[N+](C)(C)C.[OH-]>[CH3:13][S:14]([O:4][C:5]1[CH:12]=[CH:11][C:8]([CH:9]=[CH2:10])=[CH:7][CH:6]=1)(=[O:16])=[O:15] |f:2.3|. Reported procedure: Approximately 100 gs (6.17×10-1 moles) of 4-acetoxystyrene was added slowly to a cooled stirred solution (480 mL) of 25% TMAH (the temperature was maintained below 25° C. during the addition.) After about 1/2 to 1 hour of stirring, a clear, yellowish solution was obtained. This solution was cooled to 5° C. and the methanesulfonyl chloride 79.5 gs (0.75×10-1 moles) was added with stirring while the temperature was kept below 15° C through cooling with an ice bath. The reaction mixture was stirred...